This data is from the Open Reaction Database (ORD), a public repository of structured organic reaction records. The task is: describe an organic reaction: reactants, conditions, products, and yield The reactants are C1C(CCCCC)O1 (1-heptene oxide), NCCCCCCN (hexamethylenediamine). The solvent is C(C)O (ethanol). The product is C(CCCCCNCC(CCCCC)O)NCC(CCCCC)O (N,N'-(1,6-hexylene)-bis[2-hydroxyheptylamine]). RXN SMILES: [CH2:1]1[O:8][CH:2]1[CH2:3][CH2:4][CH2:5][CH2:6][CH3:7].[NH2:9][CH2:10][CH2:11][CH2:12][CH2:13][CH2:14][CH2:15][NH2:16]>C(O)C>[CH2:15]([NH:16][CH2:1][CH:2]([OH:8])[CH2:3][CH2:4][CH2:5][CH2:6][CH3:7])[CH2:14][CH2:13][CH2:12][CH2:11][CH2:10][NH:9][CH2:1][CH:2]([OH:8])[CH2:3][CH2:4][CH2:5][CH2:6][CH3:7]. Procedure: In a manner similar to that of Example 1, condensation of 1-heptene oxide (71.8 g.) and hexamethylenediamine (32 g.) and recrystallization of the resulting product from ethanol gave N,N'-(1,6-hexylene)-bis[2-hydroxyheptylamine] (I: R = CH3 (CH2)4, R' = H, X = (CH2)6, Z = H)(16.5 g., m.p. 131.2°-134.2° C.). Reactants: S1C(=CC=C1)CCCC(=O)O (4-(2-Thienyl)butyric acid), S(=O)(Cl)Cl (thionyl chloride), stannic chloride. Yields the product O=C1CCC2=C(C=CS2)C1 (5-oxo-4,5,6,7-tetrahydrobenzothiophene). As a reaction SMILES: [S:1]1[CH:5]=[CH:4][CH:3]=[C:2]1[CH2:6][CH2:7][CH2:8][C:9](O)=O.S(Cl)(Cl)=[O:13]>>[O:13]=[C:8]1[CH2:9][C:3]2[CH:4]=[CH:5][S:1][C:2]=2[CH2:6][CH2:7]1. Reported procedure: 4-(2-Thienyl)butyric acid was reacted with thionyl chloride and stannic chloride to provide 5-oxo-4,5,6,7-tetrahydrobenzothiophene, which upon reaction with hydrazine and sodium hyroxide gave 4,5,6,7-tetrahydrobenzothiophene. A solution of 13.3 g of 4,5,6,7-tetrahydrobenzothiophene in 150 ml of dichloromethane was added dropwise to a stirred suspension of 13.1 g of ethyl oxalyl chloride and 14.0 g of aluminum chloride in 200 ml of dichloromethane. The reaction mixture was stirred for twelve hour... The reactants are C=C(C(=O)OCC)P(=O)(OCC)OCC, ClCCl, [Na+], O=C([O-])O, O=C(OO)c1cccc(Cl)c1. Yields the product CCOC(=O)C1(P(=O)(OCC)OCC)CO1. RXN SMILES: [CH2:1]([CH3:2])[O:3][P:4](=[O:5])([C:6]([C:7](=[O:8])[O:9][CH2:10][CH3:11])=[CH2:12])[O:13][CH2:14][CH3:15].[CH2:32]([Cl:33])[Cl:34].[Na+:20].[O-:16][C:17]([OH:18])=[O:19].[OH:21][O:22][C:23]([c:24]1[cH:25][c:26]([Cl:27])[cH:28][cH:29][cH:30]1)=[O:31]>>[CH2:1]([CH3:2])[O:3][P:4](=[O:5])([C:6]1([C:7](=[O:8])[O:9][CH2:10][CH3:11])[CH2:12][O:16]1)[O:13][CH2:14][CH3:15]. The reactants are CC=1C=CC(=C(C(=O)OC)C1)[N+](=O)[O-] (methyl 5-methyl-2-nitrobenzoate), BrN1C(CCC1=O)=O (N-bromosuccinimide), C1(C=2C(C(N1)=O)=CC=CC2)=O.[K] (potassium phthalimide). Reagents/catalysts: N(=NC(C#N)(C)C)C(C#N)(C)C (azobisisobutyronitrile). The solvent is [Cl-].[Na+].O (brine), C(Cl)(Cl)(Cl)Cl (carbon tetrachloride). Run at temperature 50 celsius, time 2 hour. Yields the product C1(C=2C(C(N1CC=1C=CC(=C(C(=O)OC)C1)[N+](=O)[O-])=O)=CC=CC2)=O (Methyl 5-phthalimidomethyl-2-nitrobenzoate). Isolated yield 130.6%. RXN SMILES: [CH3:1][C:2]1[CH:3]=[CH:4][C:5]([N+:12]([O-:14])=[O:13])=[C:6]([CH:11]=1)[C:7]([O:9][CH3:10])=[O:8].BrN1C(=O)CCC1=O.[C:23]1(=[O:33])[NH:27][C:26](=[O:28])[C:25]2=[CH:29][CH:30]=[CH:31][CH:32]=[C:24]12.[K]>C(Cl)(Cl)(Cl)Cl.[Cl-].[Na+].O.N(C(C)(C)C#N)=NC(C)(C)C#N>[C:23]1(=[O:33])[N:27]([CH2:1][C:2]2[CH:3]=[CH:4][C:5]([N+:12]([O-:14])=[O:13])=[C:6]([CH:11]=2)[C:7]([O:9][CH3:10])=[O:8])[C:26](=[O:28])[C:25]2=[CH:29][CH:30]=[CH:31][CH:32]=[C:24]12 |f:2.3,5.6.7,^1:33|. Procedure: A mixture of methyl 5-methyl-2-nitrobenzoate (35.0 g, 179 mmol), N-bromosuccinimide (33.5 g, 188 mmol), and azobisisobutyronitrile (500 mg) in carbon tetrachloride (450 mL) was refluxed for 14 h. The insoluble material formed was removed by filtration and the filtrate was concentrated. The residue was dissolved in DMF (300 mL) and potassium phthalimide (19.41 g, 45 mmol) was added. The mixture was stirred for 2 h at 50° C., poured into brine, and extracted with a 1:1 mixture of toluene and ethyl... The reactants are C=O, CC1CN(C(=O)OC(C)(C)C)CCN1, ClCCl. Product: CC1CN(C(=O)OC(C)(C)C)CCN1C. As a reaction SMILES: [CH2:15]=[O:16].[CH3:1][CH:2]1[CH2:3][N:4]([C:8](=[O:9])[O:10][C:11]([CH3:12])([CH3:13])[CH3:14])[CH2:5][CH2:6][NH:7]1.[Cl:17][CH2:18][Cl:19]>>[CH3:1][CH:2]1[CH2:3][N:4]([C:8](=[O:9])[O:10][C:11]([CH3:12])([CH3:13])[CH3:14])[CH2:5][CH2:6][N:7]1[CH3:15]. Procedure: A solution of 17 g of 2-n-hexyl-3-oxo-cyclopentanecarboxylic acid, 10 ml of methanol and 1 g of concentrated sulphuric acid in 50 ml of ethylene chloride, is refluxed for 8 hours. The reaction mixture is then washed with water and sodium carbonate solution and dried over anhydrous sodium sulphate. The solvent is distilled off at a reduced pressure and the residue is distilled through a short Vigreux column. The product, methyl 2-n-hexyl-3-oxo-cyclopentanecarboxylate is collected at 85° C/0,06 mm... The product is C(CCCCC)C1C(CCC1=O)C(=O)OC (methyl 2-n-hexyl-3-oxo-cyclopentanecarboxylate). Reactants: C(CCCCC)C1C(CCC1=O)C(=O)O (2-n-hexyl-3-oxo-cyclopentanecarboxylic acid), CO (methanol), S(O)(O)(=O)=O (sulphuric acid). Run in C(CCl)Cl (ethylene chloride). Reaction SMILES: [CH2:1]([CH:7]1[C:11](=[O:12])[CH2:10][CH2:9][CH:8]1[C:13]([OH:15])=[O:14])[CH2:2][CH2:3][CH2:4][CH2:5][CH3:6].[CH3:16]O.S(=O)(=O)(O)O>C(Cl)CCl>[CH2:1]([CH:7]1[C:11](=[O:12])[CH2:10][CH2:9][CH:8]1[C:13]([O:15][CH3:16])=[O:14])[CH2:2][CH2:3][CH2:4][CH2:5][CH3:6]. Starting materials: C([O-])([O-])=O.[Na+].[Na+] (sodium carbonate), tetrakistriphenylphosphine palladium, C1(=CC=CC=C1)C (toluene), C(#N)C=1C=C(C=CC1C=1C=NC=CC1)B(O)O ((3-cyano-4-pyridin-3-ylphenyl)boronic acid), ClC=1C=C(C(=O)O)C=CN1 (2-chloroisonicotinic acid). RXN SMILES: C(=O)([O-])[O-].[Na+].[Na+].[C:7]1(C)C=CC=C[CH:8]=1.[C:14]([C:16]1[CH:17]=[C:18](B(O)O)[CH:19]=[CH:20][C:21]=1[C:22]1[CH:23]=[N:24][CH:25]=[CH:26][CH:27]=1)#[N:15].Cl[C:32]1[CH:33]=[C:34]([CH:38]=[CH:39][N:40]=1)[C:35]([OH:37])=[O:36]>O.C(O)C>[C:14]([C:16]1[CH:17]=[C:18]([C:32]2[CH:33]=[C:34]([CH:38]=[CH:39][N:40]=2)[C:35]([O:37][CH2:7][CH3:8])=[O:36])[CH:19]=[CH:20][C:21]=1[C:22]1[CH:23]=[N:24][CH:25]=[CH:26][CH:27]=1)#[N:15] |f:0.1.2|. Procedure details: 6 ml of aqueous 2 M sodium carbonate solution and 70 mg of tetrakistriphenylphosphine palladium were added to a toluene (15 ml) solution of 450 mg of (3-cyano-4-pyridin-3-ylphenyl)boronic acid and 412 mg of 2-chloroisonicotinic acid, and in an argon atmosphere, this was heated at 100° C. for 2 hours. 3 ml of ethanol was added, followed by further heating at 100° C. for 1 hour. Water was added to the reaction mixture, followed by extraction with chloroform. The organic layer was washed with brine... Solvent: C(C)O (ethanol), O (Water). The product is C(#N)C=1C=C(C=CC1C=1C=NC=CC1)C=1C=C(C(=O)OCC)C=CN1 (ethyl 2-(3-cyano-4-pyridin-3-ylphenyl)isonicotinate). Reaction conditions: temperature 100 celsius. The reactants are COC=1C=C(C=CC=O)C=C(C1O)OC (3,5-dimethoxy-4 hydroxycinnamaldehyde), C(#N)CC(=O)[N-]CCCC1=CC=CC=C1 (N-(cyanoacetyl)phenylpropylamide). Yields the product C1(=CC=CC=C1)CCCNC(=O)\C(\C#N)=C\C=C\C1=CC(=C(C(=C1)OC)O)OC ((E,E)-2-(Phenylpropylaminocarbonyl)-3-(3,5-dimethoxy-4-hydroxystyryl)acrylonitrile). Yield: 90.2%. As a reaction SMILES: [CH3:1][O:2][C:3]1[CH:4]=[C:5]([CH:10]=[C:11]([O:14][CH3:15])[C:12]=1[OH:13])[CH:6]=[CH:7][CH:8]=O.[C:16]([CH2:18][C:19]([N-:21][CH2:22][CH2:23][CH2:24][C:25]1[CH:30]=[CH:29][CH:28]=[CH:27][CH:26]=1)=[O:20])#[N:17]>>[C:25]1([CH2:24][CH2:23][CH2:22][NH:21][C:19](/[C:18](=[CH:8]/[CH:7]=[CH:6]/[C:5]2[CH:4]=[C:3]([O:2][CH3:1])[C:12]([OH:13])=[C:11]([O:14][CH3:15])[CH:10]=2)/[C:16]#[N:17])=[O:20])[CH:30]=[CH:29][CH:28]=[CH:27][CH:26]=1. Reported procedure: The compound was prepared as described in Example 3 by adding 3,5-dimethoxy-4 hydroxycinnamaldehyde (0.10 g, 0.48 mmol) to N-(cyanoacetyl)phenylpropylamide (Example 19, 0.097 g, 0.48 mmol). After refluxing for 3 h the residue was purified by silica gel chromatography (CHCl3-hexane, 1:1) to give a brown solid (0.17 g, 90% yield). The product gave the following analytical data: